This data is from the Open Reaction Database (ORD), a public repository of structured organic reaction records. The task is: describe an organic reaction: reactants, conditions, products, and yield The reactants are C(C)(C)(C)OC(=O)N1[C@@H](CCC1)C(=O)O ((S)-1-(tert-butoxycarbonyl)pyrrolidine-2-carboxylic acid), OCCN1C(C(CCC1=O)N1C(C2=CC=CC=C2C1=O)=O)=O (2-(1-(2-hydroxyethyl)-2,6-dioxopiperidin-3-yl)isoindoline-1,3-dione), C1CCC(CC1)N=C=NC2CCCCC2 (DCC). Reagents/catalysts: CN(C)C=1C=CN=CC1 (DMAP). The solvent is C(Cl)Cl (DCM). Product: C(C)(C)(C)OC(=O)N1[C@@H](CCC1)C(=O)O.OCCN1C(C(CCC1=O)N1C(C2=CC=CC=C2C1=O)=O)=O (2-(1-(2-hydroxyethyl)-2,6-dioxopiperidin-3-yl)isoindolin-1,3-dione N-tert-butoxycarbonyl-(S)-2-pyrrolidinecarboxylate). The yield is 76.9%. RXN SMILES: [C:1]([O:5][C:6]([N:8]1[CH2:12][CH2:11][CH2:10][C@H:9]1[C:13]([OH:15])=[O:14])=[O:7])([CH3:4])([CH3:3])[CH3:2].[OH:16][CH2:17][CH2:18][N:19]1[C:24](=[O:25])[CH2:23][CH2:22][CH:21]([N:26]2[C:34](=[O:35])[C:33]3[C:28](=[CH:29][CH:30]=[CH:31][CH:32]=3)[C:27]2=[O:36])[C:20]1=[O:37].C1CCC(N=C=NC2CCCCC2)CC1>C(Cl)Cl.CN(C1C=CN=CC=1)C>[C:1]([O:5][C:6]([N:8]1[CH2:12][CH2:11][CH2:10][C@H:9]1[C:13]([OH:15])=[O:14])=[O:7])([CH3:4])([CH3:2])[CH3:3].[OH:16][CH2:17][CH2:18][N:19]1[C:24](=[O:25])[CH2:23][CH2:22][CH:21]([N:26]2[C:27](=[O:36])[C:28]3[C:33](=[CH:32][CH:31]=[CH:30][CH:29]=3)[C:34]2=[O:35])[C:20]1=[O:37] |f:5.6|. Reported procedure: (S)-1-(tert-butoxycarbonyl)pyrrolidine-2-carboxylic acid (374 mg) and 2-(1-(2-hydroxyethyl)-2,6-dioxopiperidin-3-yl)isoindoline-1,3-dione (500 mg) were dissolved in DCM (30 mL). The mixture was stirred on a magnetic stirrer at room temperature. DCC (350 mg) and DMAP (25 mg) were added in one portion and the mixture was allowed to react overnight. The mixture was then filtered to remove dicyclohexylurea. The filter cake washed several times with DCM, and the filtrates were combined. The filtrates... Reactants: BrCCCCCl (1-bromo-4-chlorobutane), CCCCCC (Hexane), C(CCC)[Li] (n-butyllithium), O1C=CC=C1 (Furan). Run in O1CCCC1 (tetrahydrofuran), O1CCCC1 (tetrahydrofuran), O (water). Run at temperature -25 celsius, time 4 hour. The product is ClCCCCC=1OC=CC1 (1-chloro-4-(2-furyl)butane). Yield: 90.6%. RXN SMILES: [O:1]1[CH:5]=[CH:4][CH:3]=[CH:2]1.CCCCCC.C([Li])CCC.Br[CH2:18][CH2:19][CH2:20][CH2:21][Cl:22]>O1CCCC1.O>[Cl:22][CH2:21][CH2:20][CH2:19][CH2:18][C:2]1[O:1][CH:5]=[CH:4][CH:3]=1. Procedure: Furan (1.36 g) was dissolved in tetrahydrofuran (50 ml) and cooled to -25° C. Hexane solution (12.5 ml) of n-butyllithium of 1.68 mol/l was added to the reaction solution, which was stirred at -15° C. for 4 hours. Subsequently, 1-bromo-4-chlorobutane (3.43 g) was dissolved in tetrahydrofuran (2.5 ml) and added to the reaction solution. This solution was further stirred at -15° C. for 1 hour and stood overnight at room temperature. The reaction solution was poured into icy water and extracted wit... Reaction SMILES: [CH2:33]([CH3:34])[NH:35][CH2:36][CH3:37].[CH3:1][O:2][CH:3]([C:4](=[CH:5][CH2:6][O:7][C:8](=[O:9])[CH3:10])[CH3:11])[O:12][CH3:13].[O-:39][C:40]([CH3:41])=[O:42].[O-:43][C:44]([CH3:45])=[O:46].[Pd+2:38].[c:14]1([P:15]([c:16]2[cH:17][cH:18][cH:19][cH:20][cH:21]2)[c:22]2[cH:23][cH:24][cH:25][cH:26][cH:27]2)[cH:28][cH:29][cH:30][cH:31][cH:32]1>>[CH3:1][O:2][CH:3]([C:4](=[CH:5][CH2:6][N:35]([CH2:33][CH3:34])[CH2:36][CH3:37])[CH3:11])[O:12][CH3:13]. Starting materials: CCNCC, COC(OC)C(C)=CCOC(C)=O, CC(=O)[O-], CC(=O)[O-], [Pd+2], c1ccc(P(c2ccccc2)c2ccccc2)cc1. Product: CCN(CC)CC=C(C)C(OC)OC. The reactants are C(C)(=O)[C@@]1([C@]([C@@](O[C@@H]1CO)(N1C=NC=2C(=O)NC(N)=NC12)C(C)=O)(O)C(C)=O)O (Triacetylguanosine), Cl (hydrochloric acid), C(C1=CC=CC=C1)Br (benzyl bromide), C(C1=CC=CC=C1)Cl (benzyl chloride). Run in C(C)#N (acetonitrile). Run at time 1.5 hour. Yields the product C(C1=CC=CC=C1)N1C=NC=2N=C(NC(C12)=O)N (7-benzylguanine). The yield is 80.5%. As a reaction SMILES: C([C@@]1(O)[C@@H](CO)O[C@@](C(=O)C)([N:11]2[C:21]3[N:20]=[C:18]([NH2:19])[NH:17][C:15](=[O:16])[C:14]=3[N:13]=[CH:12]2)[C@]1(C(=O)C)O)(=O)C.[CH2:30](Br)[C:31]1[CH:36]=[CH:35][CH:34]=[CH:33][CH:32]=1.C(Cl)C1C=CC=CC=1.Cl>C(#N)C>[CH2:30]([N:13]1[C:14]2[C:15](=[O:16])[NH:17][C:18]([NH2:19])=[N:20][C:21]=2[N:11]=[CH:12]1)[C:31]1[CH:36]=[CH:35][CH:34]=[CH:33][CH:32]=1. Procedure details: Triacetylguanosine (0.756 g, 1.85 mmols) was suspended in 6 ml of acetonitrile, and 0.28 ml (1.25 equivalents) of benzyl bromide and 0.27 ml (1.25 equivalents) of benzyl chloride were added to the suspension. The mixture was reacted at 50° C. for 24 hours and at 60° for 23 hours. The temperature was returned to room temperature, and 1.58 ml (10.1 equivalents) of conc. hydrochloric acid were added thereto. The resulting mixture was reacted for 3 hours. After 40 minutes of the reaction, the solid ...